From a dataset of the Open Reaction Database (ORD), a public repository of structured organic reaction records. describe an organic reaction: reactants, conditions, products, and yield The reactants are [Si](C)(C)(C(C)(C)C)OCCCCCCCC#CC1(C(COC2=C1C=CC(=C2)OCOC)(C)C2=CC=C(C=C2)OCOC)O ((3RS,4RS)-4-[9-(t-Butyldimethylsilyloxy)nonynyl]-4-hydroxy-7-methoxymethyloxy-3-[4-(methoxymethyloxy)phenyl]-3-methyl-2,3-dihydro-4H-benzopyran). Reagents/catalysts: [Pd] (Pd/C). Solvent: C(C)(=O)OCC (ethyl acetate). Reaction conditions: time 15 hour. Product: OCCCCCCCCCC1C(COC2=C1C=CC(=C2)OCOC)(C)C2=CC=C(C=C2)OCOC ((3RS,4RS)-4-(9-hydroxynonyl)-7-methoxymethyloxy-3-[4-(methoxymethyloxy)phenyl]-3-methyl-2,3-dihydro-4H-benzopyran). The yield is 33.0%. Reaction SMILES: [Si]([O:8][CH2:9][CH2:10][CH2:11][CH2:12][CH2:13][CH2:14][CH2:15][C:16]#[C:17][C:18]1(O)[C:23]2[CH:24]=[CH:25][C:26]([O:28][CH2:29][O:30][CH3:31])=[CH:27][C:22]=2[O:21][CH2:20][C:19]1([C:33]1[CH:38]=[CH:37][C:36]([O:39][CH2:40][O:41][CH3:42])=[CH:35][CH:34]=1)[CH3:32])(C(C)(C)C)(C)C>C(OCC)(=O)C.[Pd]>[OH:8][CH2:9][CH2:10][CH2:11][CH2:12][CH2:13][CH2:14][CH2:15][CH2:16][CH2:17][CH:18]1[C:23]2[CH:24]=[CH:25][C:26]([O:28][CH2:29][O:30][CH3:31])=[CH:27][C:22]=2[O:21][CH2:20][C:19]1([C:33]1[CH:34]=[CH:35][C:36]([O:39][CH2:40][O:41][CH3:42])=[CH:37][CH:38]=1)[CH3:32]. Procedure: (3RS,4RS)-4-[9-(t-Butyldimethylsilyloxy)nonynyl]-4-hydroxy-7-methoxymethyloxy-3-[4-(methoxymethyloxy)phenyl]-3-methyl-2,3-dihydro-4H-benzopyran (340 mg, 0.56 mmol) was dissolved in ethyl acetate (10 ml) and then 10% Pd/C (180 mg) was added dropwise thereto. The reaction solution was stirred for 15 hours under hydrogen atmosphere, filtered and then concentrated. The residue was subjected to column chromatography (n-hexane:ethyl acetate=4:1→1:1) to obtain 90 mg (yield: 33%) of the title compound a... Reactants: CI (methyl iodide), [H-].[Na+] (NaH), FC=1C=C(C#N)C=C(C1)NC=1C=NC=NC1 (3-fluoro-5-(pyrimidin-5-ylamino)benzonitrile). Run in CCOC(=O)C (EtOAc), C1CCOC1 (THF), C1CCOC1 (THF). Conditions: temperature 0 celsius, time 8 hour. Yields the product FC=1C=C(C#N)C=C(C1)N(C=1C=NC=NC1)C (3-fluoro-5-(methyl(pyrimidin-5-yl)amino)benzonitrile). The yield is 82.7%. Reaction SMILES: [H-].[Na+].[F:3][C:4]1[CH:5]=[C:6]([CH:9]=[C:10]([NH:12][C:13]2[CH:14]=[N:15][CH:16]=[N:17][CH:18]=2)[CH:11]=1)[C:7]#[N:8].[CH3:19]I>C1COCC1.CCOC(C)=O>[F:3][C:4]1[CH:5]=[C:6]([CH:9]=[C:10]([N:12]([CH3:19])[C:13]2[CH:18]=[N:17][CH:16]=[N:15][CH:14]=2)[CH:11]=1)[C:7]#[N:8] |f:0.1|. Reported procedure: NaH (23 mg, 0.96 mmol, 1.1 eq) was added to a flame-dried round-bottom flask and anhydrous THF (2.1 mL) was added. The slurry was cooled to 0° C. and compound 11 (185 mg, 0.864 mmol, 1.00 eq) was added as a solution in THF (2.1 mL). After stirring at 0° C. for 30 minutes methyl iodide (59.3 μL, 0.958 mmol, 1.10 eq) was added and the reaction was allowed to warm to room temperature while stirring overnight. The reaction was diluted with EtOAc and washed with water (1×). The aqueous layer was back... Starting materials: Cl.N1=CC(=CC=C1)CC1=CC=C(C=C1)O (4-(3-Pyridylmethyl)phenol hydrochloride), [H-].[Na+] (sodium hydride), BrCC(=O)OCC (ethyl bromoacetate). Run in CN(C=O)C (N, N-dimethylformamide). Conditions: temperature 100 celsius, time 20 minute. Product: C(C)OC(COC1=CC=C(C=C1)CC=1C=NC=CC1)=O (4-(3-Pyridylmethyl)phenoxyacetic acid ethyl ester). Yield: 19.4%. As a reaction SMILES: Cl.[N:2]1[CH:7]=[CH:6][CH:5]=[C:4]([CH2:8][C:9]2[CH:14]=[CH:13][C:12]([OH:15])=[CH:11][CH:10]=2)[CH:3]=1.[H-].[Na+].Br[CH2:19][C:20]([O:22][CH2:23][CH3:24])=[O:21]>CN(C)C=O>[CH2:23]([O:22][C:20](=[O:21])[CH2:19][O:15][C:12]1[CH:13]=[CH:14][C:9]([CH2:8][C:4]2[CH:3]=[N:2][CH:7]=[CH:6][CH:5]=2)=[CH:10][CH:11]=1)[CH3:24] |f:0.1,2.3|. Reported procedure: A mixture of 0.70 g of the phenol compound (prepared as described in Example 9), 0.30 g of sodium hydride (content 63%) and 14 ml of N, N-dimethylformamide was stirred at 100° C. for 20 minutes, and stirred with 0.64 g of ethyl bromoacetate at 70° C. for 2 hours. The reaction mixture was concentrated under reduced pressure, the residue was dissolved in water, and extracted with diethyl ether. The extract was washed with water, and a saturated aqueous solution of sodium chloride, dried over sodiu... Product: COCC#CCOc1ncnc(NS(=O)(=O)c2ccc(C(C)(C)C)cc2)c1-c1ccc(C)cc1. Reaction SMILES: [C:1]([CH3:2])([CH3:3])([CH3:4])[c:5]1[cH:6][cH:7][c:8]([S:11](=[O:12])(=[O:13])[NH:14][c:15]2[n:16][cH:17][n:18][c:19]([Cl:28])[c:20]2-[c:21]2[cH:22][cH:23][c:24]([CH3:27])[cH:25][cH:26]2)[cH:9][cH:10]1.[CH2:36]([OH:37])[C:38]#[C:39][CH2:40][OH:41].[CH3:29][O:30][CH2:31][C:32]#[C:33][CH2:34][OH:35].[CH3:42][O:43][S:44]([O:45][CH3:46])(=[O:47])=[O:48].[H-:50].[Na+:49].[OH:51][C:52]([CH2:53][C:54]([C:55](=[O:56])[OH:57])([CH2:58][C:59](=[O:60])[OH:61])[OH:62])=[O:63]>>[C:1]([CH3:2])([CH3:3])([CH3:4])[c:5]1[cH:6][cH:7][c:8]([S:11](=[O:12])(=[O:13])[NH:14][c:15]2[n:16][cH:17][n:18][c:19]([O:35][CH2:34][C:33]#[C:32][CH2:31][O:30][CH3:29])[c:20]2-[c:21]2[cH:22][cH:23][c:24]([CH3:27])[cH:25][cH:26]2)[cH:9][cH:10]1. Reactants: Cc1ccc(-c2c(Cl)ncnc2NS(=O)(=O)c2ccc(C(C)(C)C)cc2)cc1, OCC#CCO, COCC#CCO, COS(=O)(=O)OC, [H-], [Na+], O=C(O)CC(O)(CC(=O)O)C(=O)O. The reactants are OCCN1CCN(CC1)C=1N=CC2=C(N1)N(C=C(C2=O)C(=O)OCC)CC (2-(4'-β-hydroxyethyl-piperazino)-5-oxo-6-carbethoxy-8-ethylpyrido(2,3-d)pyrimidine), [OH-].[Na+] (sodium hydroxide). Run in C(C)(=O)O (acetic acid). Reaction conditions: time 2 hour. Yields the product OCCN1CCN(CC1)C=1N=CC2=C(N1)N(C=C(C2=O)C(=O)O)CC (2-(4'-β-hydroxyethyl-piperazino)-5-oxo-8-ethyl-5,8-dihydro-pyrido(2,3-d)pyrimidine-6-carboxylic acid). The yield is 53.3%. Reaction SMILES: [OH:1][CH2:2][CH2:3][N:4]1[CH2:9][CH2:8][N:7]([C:10]2[N:11]=[CH:12][C:13]3[C:19](=[O:20])[C:18]([C:21]([O:23]CC)=[O:22])=[CH:17][N:16]([CH2:26][CH3:27])[C:14]=3[N:15]=2)[CH2:6][CH2:5]1.[OH-].[Na+]>C(O)(=O)C>[OH:1][CH2:2][CH2:3][N:4]1[CH2:9][CH2:8][N:7]([C:10]2[N:11]=[CH:12][C:13]3[C:19](=[O:20])[C:18]([C:21]([OH:23])=[O:22])=[CH:17][N:16]([CH2:26][CH3:27])[C:14]=3[N:15]=2)[CH2:6][CH2:5]1 |f:1.2|. Reported procedure: 5.14 g. of the ester are added to an aqueous-alcoholic solution of sodium hydroxide (N NaOH: 15 cm3, ethanol: 10 cm3); the mixture is stirred for 2 hours at ordinary temperature and is then brought to pH 6 by adding acetic acid. After concentration to dryness in vacuo, the residue is taken up in a saturated solution of sodium acetate (50 cm3) and is extracted with chloroform (3 × 50 cm3). After drying (MgSO4), the solvent is evaporated and the residue is recrystallised from 80 cm3 of ethanol. 2....